describe an organic reaction: reactants, conditions, products, and yield From a dataset of the Open Reaction Database (ORD), a public repository of structured organic reaction records. Starting materials: O (water), C1(=CC=CC=C1)C(OC1CCN(CC1)CCCN)C1=CC=CC=C1 (4-(diphenylmethoxy)-1-piperidinepropanamine), C(C)OC(CNC(=O)C1=NN=C2N1N=C(C=C2)Cl)=O (N-(6-chloro[1,2,4]triazolo[4,3-b]pyridazine-3-carbonyl)glycine ethyl ester), C(C)N(C(C)C)C(C)C (N-ethyldiisopropylamine). The solvent is CN(C=O)C (N,N-dimethylformamide). Conditions: temperature 70 celsius. Yields the product C(C)OC(CNC(=O)C1=NN=C2N1N=C(C=C2)NCCCN2CCC(CC2)OC(C2=CC=CC=C2)C2=CC=CC=C2)=O (N-[6-[3-[4-(Diphenylmethoxy)piperidino]propylamino][1,2,4]triazolo[4,3-b]pyridazine-3-carbonyl]glycine ethyl ester). The yield is 35.8%. As a reaction SMILES: [C:1]1([CH:7]([C:19]2[CH:24]=[CH:23][CH:22]=[CH:21][CH:20]=2)[O:8][CH:9]2[CH2:14][CH2:13][N:12]([CH2:15][CH2:16][CH2:17][NH2:18])[CH2:11][CH2:10]2)[CH:6]=[CH:5][CH:4]=[CH:3][CH:2]=1.[CH2:25]([O:27][C:28](=[O:43])[CH2:29][NH:30][C:31]([C:33]1[N:37]2[N:38]=[C:39](Cl)[CH:40]=[CH:41][C:36]2=[N:35][N:34]=1)=[O:32])[CH3:26].C(N(C(C)C)C(C)C)C.O>CN(C)C=O>[CH2:25]([O:27][C:28](=[O:43])[CH2:29][NH:30][C:31]([C:33]1[N:37]2[N:38]=[C:39]([NH:18][CH2:17][CH2:16][CH2:15][N:12]3[CH2:13][CH2:14][CH:9]([O:8][CH:7]([C:1]4[CH:2]=[CH:3][CH:4]=[CH:5][CH:6]=4)[C:19]4[CH:24]=[CH:23][CH:22]=[CH:21][CH:20]=4)[CH2:10][CH2:11]3)[CH:40]=[CH:41][C:36]2=[N:35][N:34]=1)=[O:32])[CH3:26]. Reported procedure: 1.58 g of 4-(diphenylmethoxy)-1-piperidinepropanamine and 1.38 g of N-(6-chloro[1,2,4]triazolo[4,3-b]pyridazine-3-carbonyl)glycine ethyl ester were dissolved in 15 ml of N,N-dimethylformamide; 1.68 ml of N-ethyldiisopropylamine was added, followed by stirring under heating at an external temperature of 70° C. for 5 hours. After cooling, water was added; the reaction mixture was extracted with tetrahydrofuran. After concentration under reduced pressure, the precipitated crystal was twice recrysta... The reactants are P(OCC)(OCC)(=O)NN (diethyl phosphorohydrazidate), ClC1=CC(=C(C=O)C=C1)OCC(C(C)C)=C (4-Chloro-2-(3-methyl-2-methylenebutoxy)benzaldehyde). The solvent is CCOCC (ether). Run at time 30 minute. Yields the product ClC1=CC(=C(C=C1)C=NNP(OCC)(OCC)=O)OCC(C(C)C)=C (Diethyl [[4-chloro-2-(3-methyl-2 -methylenebutoxy)phenyl]methylene]phosphorohydrazidate). Isolated yield 66.5%. RXN SMILES: [P:1]([NH:9][NH2:10])(=[O:8])([O:5][CH2:6][CH3:7])[O:2][CH2:3][CH3:4].[Cl:11][C:12]1[CH:19]=[CH:18][C:15]([CH:16]=O)=[C:14]([O:20][CH2:21][C:22](=[CH2:26])[CH:23]([CH3:25])[CH3:24])[CH:13]=1>CCOCC>[Cl:11][C:12]1[CH:19]=[CH:18][C:15]([CH:16]=[N:10][NH:9][P:1](=[O:8])([O:5][CH2:6][CH3:7])[O:2][CH2:3][CH3:4])=[C:14]([O:20][CH2:21][C:22](=[CH2:26])[CH:23]([CH3:24])[CH3:25])[CH:13]=1. Reported procedure: To a solution of 11.8 g (0.070 mol) of diethyl phosphorohydrazidate in 140 mL ether was added 14.0 g (0.058 mol) of the product obtained in Step A. The reaction was stirred at room temperature for 30 minutes. The resultant precipitate was filtered and washed with ether (50 mL) and dried to afford 15.0 g of a white solid, mp 103° C. to 106° C. Reactants: C(=NC1CCCCC1)=NC1CCCCC1, CN(C)C=O, O=C(NCC(C(=O)O)C(F)(F)F)Nc1ccccc1. Product: O=C1NCC(C(F)(F)F)C(=O)N1c1ccccc1. RXN SMILES: [CH:1]1([N:2]=[C:3]=[N:4][CH:5]2[CH2:6][CH2:7][CH2:8][CH2:9][CH2:10]2)[CH2:11][CH2:12][CH2:13][CH2:14][CH2:15]1.[O:35]=[CH:36][N:37]([CH3:38])[CH3:39].[OH:16][C:17](=[O:18])[CH:19]([CH2:20][NH:21][C:22](=[O:23])[NH:24][c:25]1[cH:26][cH:27][cH:28][cH:29][cH:30]1)[C:31]([F:32])([F:33])[F:34]>>[O:16]=[C:17]1[CH:19]([C:31]([F:32])([F:33])[F:34])[CH2:20][NH:21][C:22](=[O:23])[N:24]1[c:25]1[cH:26][cH:27][cH:28][cH:29][cH:30]1. Reactants: O=C([O-])[O-], CCCCO, CO, ClCCCOc1c(Cl)cccc1Cl, Fc1ccc(C(c2ccc(F)cc2)C2CCNCC2)cc1, [I-], [K+], [K+], [K+]. Product: Fc1ccc(C(c2ccc(F)cc2)C2CCN(CCCOc3c(Cl)cccc3Cl)CC2)cc1. RXN SMILES: [C:35](=[O:36])([O-:37])[O-:38].[CH2:45]([OH:46])[CH2:47][CH2:48][CH3:49].[CH3:43][OH:44].[Cl:22][c:23]1[c:24]([O:30][CH2:31][CH2:32][CH2:33][Cl:34])[c:25]([Cl:29])[cH:26][cH:27][cH:28]1.[F:1][c:2]1[cH:3][cH:4][c:5]([CH:8]([CH:9]2[CH2:10][CH2:11][NH:12][CH2:13][CH2:14]2)[c:15]2[cH:16][cH:17][c:18]([F:21])[cH:19][cH:20]2)[cH:6][cH:7]1.[I-:42].[K+:39].[K+:40].[K+:41]>>[F:1][c:2]1[cH:3][cH:4][c:5]([CH:8]([CH:9]2[CH2:10][CH2:11][N:12]([CH2:33][CH2:32][CH2:31][O:30][c:24]3[c:23]([Cl:22])[cH:28][cH:27][cH:26][c:25]3[Cl:29])[CH2:13][CH2:14]2)[c:15]2[cH:16][cH:17][c:18]([F:21])[cH:19][cH:20]2)[cH:6][cH:7]1.